Task: describe an organic reaction: reactants, conditions, products, and yield. Dataset: the Open Reaction Database (ORD), a public repository of structured organic reaction records Starting materials: CC1(OC[C@@H](N1C(=O)OC(C)(C)C)C[C@@H]1COC\C=C/C1)C ((S)-tert-butyl 2,2-dimethyl-4-(((R,Z)-2,3,4,7-tetrahydrooxepin-3-yl)methyl)oxazolidine-3-carboxylate). Reagents/catalysts: [Ni] (Ni). Run in CCO (EtOH). Reaction conditions: time 3 hour. The product is CC1(OC[C@@H](N1C(=O)OC(C)(C)C)C[C@@H]1COCCCC1)C ((S)-tert-butyl 2,2-dimethyl-4-((R)-oxepan-3-ylmethyl)oxazolidine-3-carboxylate). Isolated yield 72.0%. As a reaction SMILES: [CH3:1][C:2]1([CH3:22])[N:6]([C:7]([O:9][C:10]([CH3:13])([CH3:12])[CH3:11])=[O:8])[C@@H:5]([CH2:14][C@H:15]2[CH2:21][CH:20]=[CH:19][CH2:18][O:17][CH2:16]2)[CH2:4][O:3]1>CCO.[Ni]>[CH3:1][C:2]1([CH3:22])[N:6]([C:7]([O:9][C:10]([CH3:11])([CH3:12])[CH3:13])=[O:8])[C@@H:5]([CH2:14][C@H:15]2[CH2:21][CH2:20][CH2:19][CH2:18][O:17][CH2:16]2)[CH2:4][O:3]1. Procedure details: The (S)-tert-butyl 2,2-dimethyl-4-(((R,Z)-2,3,4,7-tetrahydrooxepin-3-yl)methyl)oxazolidine-3-carboxylate was dissolved in EtOH, followed by the addition of Raney Ni. The mixture was hydrogenated at rt for 3 h. The catalyst was filtered off and the filtrate was concentrated under reduced pressure to afford (S)-tert-butyl 2,2-dimethyl-4-((R)-oxepan-3-ylmethyl)oxazolidine-3-carboxylate (408 mg, 72%). Run in CO (methanol). Reported procedure: In a similar manner as in Example 39, 7.11 g of methyl α-bromo-α-[p-(p-chlorophenoxy)phenyl]acetate is reacted with 4.25 g of 3-phenylphenol in methanol to give a yellow oil, which is subjected to fractional bulb-to-bulb distillation (175°-178° C at 0.02 mm) to remove volatile impurities. The glassy residue is subjected to filtration through 200 g of silica gel (benzene) and concentration to yield the product as an orange foam. The product is C1(=CC(=CC=C1)OC(C(=O)OC)C1=CC=C(C=C1)OC1=CC=C(C=C1)Cl)C1=CC=CC=C1 (Methyl (3-biphenyloxy)[ p-(p-chlorophenoxy)phenyl]acetate). Starting materials: BrC(C(=O)OC)C1=CC=C(C=C1)OC1=CC=C(C=C1)Cl (methyl α-bromo-α-[p-(p-chlorophenoxy)phenyl]acetate), C1(=CC=CC=C1)C=1C=C(C=CC1)O (3-phenylphenol). Reaction SMILES: Br[CH:2]([C:7]1[CH:12]=[CH:11][C:10]([O:13][C:14]2[CH:19]=[CH:18][C:17]([Cl:20])=[CH:16][CH:15]=2)=[CH:9][CH:8]=1)[C:3]([O:5][CH3:6])=[O:4].[C:21]1([C:27]2[CH:28]=[C:29]([OH:33])[CH:30]=[CH:31][CH:32]=2)[CH:26]=[CH:25][CH:24]=[CH:23][CH:22]=1>CO>[C:27]1([C:21]2[CH:22]=[CH:23][CH:24]=[CH:25][CH:26]=2)[CH:32]=[CH:31][CH:30]=[C:29]([O:33][CH:2]([C:7]2[CH:12]=[CH:11][C:10]([O:13][C:14]3[CH:19]=[CH:18][C:17]([Cl:20])=[CH:16][CH:15]=3)=[CH:9][CH:8]=2)[C:3]([O:5][CH3:6])=[O:4])[CH:28]=1.